This data is from the Open Reaction Database (ORD), a public repository of structured organic reaction records. The task is: describe an organic reaction: reactants, conditions, products, and yield As a reaction SMILES: [CH3:1][C:2]1([CH3:34])[C:6]([CH3:8])([CH3:7])[O:5][B:4]([C:9]2[CH:14]=[CH:13][C:12]([C:15]([C:17]3[N:21]([CH2:22][O:23][CH2:24][CH2:25][Si:26]([CH3:29])([CH3:28])[CH3:27])[C:20]4[CH:30]=[CH:31][CH:32]=[CH:33][C:19]=4[N:18]=3)=O)=[CH:11][CH:10]=2)[O:3]1.[H-].[Na+].[OH2:37].[CH2:38]1[CH2:42][O:41][CH2:40][CH2:39]1>>[CH3:1][C:2]1([CH3:34])[C:6]([CH3:8])([CH3:7])[O:5][B:4]([C:9]2[CH:14]=[CH:13][C:12]([C:15]([C:17]3[N:21]([CH2:22][O:23][CH2:24][CH2:25][Si:26]([CH3:29])([CH3:28])[CH3:27])[C:20]4[CH:30]=[CH:31][CH:32]=[CH:33][C:19]=4[N:18]=3)=[CH:39][C:40]([O:41][CH2:42][CH3:38])=[O:37])=[CH:11][CH:10]=2)[O:3]1 |f:1.2|. Procedure details: [4-(4,4,5,5-Tetramethyl-1,3,2-dioxaborolan-2-yl)phenyl](1-{[2-(trimethylsilyl)ethoxy]methyl}-1H-benzimidazol-2-yl)methanone (1.0 g) was added to a solution of triethyl phosphonoacetate (0.498 mL) and NaH (60% in oil, 0.109 g) in THF (10 mL) at 0° C. The mixture was stirred at room temperature under a dry atmosphere for 1 h. The mixture was poured into water at room temperature and extracted with AcOEt. The organic layer was separated, washed with water and brine, dried over MgSO4 and concentrate... The reactants are O (water), CC1(OB(OC1(C)C)C1=CC=C(C=C1)C(=O)C1=NC2=C(N1COCC[Si](C)(C)C)C=CC=C2)C ([4-(4,4,5,5-Tetramethyl-1,3,2-dioxaborolan-2-yl)phenyl](1-{[2-(trimethylsilyl)ethoxy]methyl}-1H-benzimidazol-2-yl)methanone), triethyl phosphonoacetate, [H-].[Na+] (NaH), C1CCOC1 (THF). Yields the product CC1(OB(OC1(C)C)C1=CC=C(C=C1)C(=CC(=O)OCC)C1=NC2=C(N1COCC[Si](C)(C)C)C=CC=C2)C (Ethyl 3-[4-(4,4,5,5-tetramethyl-1,3,2-dioxaborolan-2-yl)phenyl]-3-(1-[{2-(trimethylsilyl)ethoxy}methyl]-1H-benzo[d]imidazol-2-yl)acrylate). Conditions: time 1 hour. Reactants: CCOCCC(=O)O, Cl, NC1CCC(CCN2CCC(c3cccc4c3OCO4)CC2)CC1. Product: CCOCCC(=O)NC1CCC(CCN2CCC(c3cccc4c3OCO4)CC2)CC1. Reaction SMILES: [CH2:26]([CH3:27])[O:28][CH2:29][CH2:30][C:31](=[O:32])[OH:33].[ClH:1].[O:2]1[CH2:3][O:4][c:5]2[c:6]1[cH:7][cH:8][cH:9][c:10]2[CH:11]1[CH2:12][CH2:13][N:14]([CH2:17][CH2:18][CH:19]2[CH2:20][CH2:21][CH:22]([NH2:25])[CH2:23][CH2:24]2)[CH2:15][CH2:16]1>>[O:2]1[CH2:3][O:4][c:5]2[c:6]1[cH:7][cH:8][cH:9][c:10]2[CH:11]1[CH2:12][CH2:13][N:14]([CH2:17][CH2:18][CH:19]2[CH2:20][CH2:21][CH:22]([NH:25][C:31]([CH2:30][CH2:29][O:28][CH2:26][CH3:27])=[O:32])[CH2:23][CH2:24]2)[CH2:15][CH2:16]1. Starting materials: [Li]CCCC, CCCCCC, C=C(C)CCl, Cl, C1CCOC1, O=C(O)C(c1ccccc1)c1ccccc1. Product: C=C(C)CC(C(=O)O)(c1ccccc1)c1ccccc1. Reaction SMILES: [CH2:17]([Li:18])[CH2:19][CH2:20][CH3:21].[CH3:33][CH2:34][CH2:35][CH2:36][CH2:37][CH3:38].[Cl:22][CH2:23][C:24](=[CH2:25])[CH3:26].[ClH:27].[O:28]1[CH2:29][CH2:30][CH2:31][CH2:32]1.[c:1]1([CH:7]([C:8](=[O:9])[OH:10])[c:11]2[cH:12][cH:13][cH:14][cH:15][cH:16]2)[cH:2][cH:3][cH:4][cH:5][cH:6]1>>[c:1]1([C:7]([C:8](=[O:9])[OH:10])([c:11]2[cH:12][cH:13][cH:14][cH:15][cH:16]2)[CH2:25][C:24](=[CH2:23])[CH3:26])[cH:2][cH:3][cH:4][cH:5][cH:6]1. Reactants: BrC1=CC=C(C=C1)[C@H](CNC(OC(C)(C)C)=O)C ((R)-tert-butyl 2-(4-bromophenyl)propylcarbamate), BrC=1C=2C3=C(C(NC2C(=CC1OC)C)=O)SC=C3 (9-bromo-8-methoxy-6-methylthieno[2,3-c]quinolin-4(5H)-one). Product: COC1=C(C=2C3=C(C(NC2C(=C1)C)=O)SC=C3)C3=CC=C(C=C3)[C@H](CNC(OC(C)(C)C)=O)C ((R)-tert-butyl 2-(4-(8-methoxy-6-methyl-4-oxo-4,5-dihydrothieno[2,3-c]quinolin-9-yl)phenyl)propylcarbamate). Isolated yield 54.3%. As a reaction SMILES: Br[C:2]1[CH:7]=[CH:6][C:5]([C@@H:8]([CH3:18])[CH2:9][NH:10][C:11](=[O:17])[O:12][C:13]([CH3:16])([CH3:15])[CH3:14])=[CH:4][CH:3]=1.Br[C:20]1[C:21]2[C:22]3[CH:36]=[CH:35][S:34][C:23]=3[C:24](=[O:33])[NH:25][C:26]=2[C:27]([CH3:32])=[CH:28][C:29]=1[O:30][CH3:31]>>[CH3:31][O:30][C:29]1[CH:28]=[C:27]([CH3:32])[C:26]2[NH:25][C:24](=[O:33])[C:23]3[S:34][CH:35]=[CH:36][C:22]=3[C:21]=2[C:20]=1[C:2]1[CH:7]=[CH:6][C:5]([C@@H:8]([CH3:18])[CH2:9][NH:10][C:11](=[O:17])[O:12][C:13]([CH3:16])([CH3:15])[CH3:14])=[CH:4][CH:3]=1. Reported procedure: Following General Procedure E, (R)-tert-butyl 2-(4-bromophenyl)propylcarbamate (60 mg, 0.20 mmol) was reacted with 9-bromo-8-methoxy-6-methylthieno[2,3-c]quinolin-4(5H)-one (60 mg, 0.20 mmol) to afford the desired product (52 mg, 62%) as a brown solid: ESI MS m/z 479 [C27H30N2O4S]+ Starting materials: BrC1=CN=C2N1N=C(C=C2)Cl (3-bromo-6-chloro-imidazo[1,2-b]pyridazine), CNCCCC (N-methyl butylamine), CCN(C(C)C)C(C)C (Hunig's base). Product: BrC1=CN=C2N1N=C(C=C2)N(C)CCCC ((3-Bromo-imidazo[1,2-b]pyridazin-6-yl)-butyl-methyl-amine). Isolated yield 138.2%. As a reaction SMILES: [Br:1][C:2]1[N:6]2[N:7]=[C:8](Cl)[CH:9]=[CH:10][C:5]2=[N:4][CH:3]=1.[CH3:12][NH:13][CH2:14][CH2:15][CH2:16][CH3:17].CCN(C(C)C)C(C)C>>[Br:1][C:2]1[N:6]2[N:7]=[C:8]([N:13]([CH2:14][CH2:15][CH2:16][CH3:17])[CH3:12])[CH:9]=[CH:10][C:5]2=[N:4][CH:3]=1. Procedure details: A neat solution of 3-bromo-6-chloro-imidazo[1,2-b]pyridazine [13526-66-4] (522.9 mg, 2.3 mmol) in N-methyl butylamine [110-68-9] (3.0 mL, 24.3 mmol) and Hunig's base [7087-68-5] (0.6 mL, 3.5 mmol) was stirred under N2 blanket at 65° C. overnight then evaporated to provide 0.9 g of yellow solid, used in the next step without further purification. LRMS (ESI) m/z 283.1/285.1 [(M+H)]+, calc'd for C11H15BrN4: 283.17.